describe an organic reaction: reactants, conditions, products, and yield From a dataset of the Open Reaction Database (ORD), a public repository of structured organic reaction records. The reactants are CO (MeOH), C(C)OC(=O)NC=1C=CC(=C(C1)F)N1C[C@@H](CC1)NC(=O)OC(C)(C)C (5-Ethoxycarbonylamino-2-((3R)-3-t-butoxycarbonylamino-1-pyrrolidinyl)fluorobenzene), C([C@H]1CO1)OC(CCC)=O ((R)-glycidylbutyrate), CC(C)([O-])C (t-butoxide). The solvent is O1CCCC1 (tetrahydrofuran). Run at time 5 minute. Yields the product FC=1C=C(C=CC1N1C[C@@H](CC1)NC(=O)OC(C)(C)C)N1C(O[C@H](C1)CO)=O (3-(3-Fluoro-4-((3R)-3-t-butoxycarbonylamino-1-pyrrolidinyl )phenyl)-5(R)-hydroxymethyloxazolidin-2-one). As a reaction SMILES: [CH2:1]([O:3][C:4]([NH:6][C:7]1[CH:8]=[CH:9][C:10]([N:14]2[CH2:18][CH2:17][C@@H:16]([NH:19][C:20]([O:22][C:23]([CH3:26])([CH3:25])[CH3:24])=[O:21])[CH2:15]2)=[C:11]([F:13])[CH:12]=1)=[O:5])[CH3:2].C[C:28](C)([O-:30])C.C(OC(=O)CCC)[C@@H]1OC1.CO>O1CCCC1>[F:13][C:11]1[CH:12]=[C:7]([N:6]2[CH2:2][C@H:1]([CH2:28][OH:30])[O:3][C:4]2=[O:5])[CH:8]=[CH:9][C:10]=1[N:14]1[CH2:18][CH2:17][C@@H:16]([NH:19][C:20]([O:22][C:23]([CH3:25])([CH3:24])[CH3:26])=[O:21])[CH2:15]1. Procedure details: 5-Ethoxycarbonylamino-2-((3R)-3-t-butoxycarbonylamino-1-pyrrolidinyl)fluorobenzene (33.6 g, 0.092 M) was dissolved in dry tetrahydrofuran (300 ml) under nitrogen. cooled to −70°, and treated dropwise over 30 minutes with a solution of lithiun t-butoxide (1 M in tetrahydrofuran, 100.7 ml), keeping the temperature below −65°. After stirring for 5 minutes, (R)-glycidylbutyrate (14.52 g, 0.101 M) was added, and stirring continued at −65° for 1 hour, before allowing the temperature to rise to ambient... Starting materials: C(C)OC(CS(=O)(=O)C1=CC=C(C=C1)OC1=CC=C(C=C1)Cl)=O ([4-(4-chloro-phenoxy)-benzenesulfonyl]-acetic acid ethyl ester), C(C)N(CCCl)CCCl (ethyl-bis-(2-chloro-ethyl)-amine). Product: C(C)OC(=O)C1(CCN(CC1)CC)S(=O)(=O)C1=CC=C(C=C1)OC1=CC=C(C=C1)Cl (4-[4-(4-Chloro-phenoxy)-benzenesulfonyl]-1-ethyl-piperidine-4-carboxylic acid ethyl ester). RXN SMILES: [CH2:1]([O:3][C:4](=[O:23])[CH2:5][S:6]([C:9]1[CH:14]=[CH:13][C:12]([O:15][C:16]2[CH:21]=[CH:20][C:19]([Cl:22])=[CH:18][CH:17]=2)=[CH:11][CH:10]=1)(=[O:8])=[O:7])[CH3:2].[CH2:24]([N:26]([CH2:30][CH2:31]Cl)[CH2:27][CH2:28]Cl)[CH3:25]>>[CH2:1]([O:3][C:4]([C:5]1([S:6]([C:9]2[CH:10]=[CH:11][C:12]([O:15][C:16]3[CH:21]=[CH:20][C:19]([Cl:22])=[CH:18][CH:17]=3)=[CH:13][CH:14]=2)(=[O:8])=[O:7])[CH2:28][CH2:27][N:26]([CH2:30][CH3:31])[CH2:24][CH2:25]1)=[O:23])[CH3:2]. Procedure details: 4-[4-(4-Chloro-phenoxy)-benzenesulfonyl]-1-ethyl-piperidine-4-carboxylic acid ethyl ester was prepared according to the general method outlined in example 83 starting from [4-(4-chloro-phenoxy)-benzenesulfonyl]-acetic acid ethyl ester (4 g, 11.3 mmol) and ethyl-bis-(2-chloro-ethyl)-amine (2.32 g, 16.9 mmol). Yield 3.36 g (66%); brown oil; MS: 452.0 (M+H)+ Reactants: CCCCO, Clc1nc(Cl)c2[nH]cnc2n1, c1ccc2[nH]cnc2c1. Reaction SMILES: [CH2:21]([OH:22])[CH2:23][CH2:24][CH3:25].[Cl:1][c:2]1[n:3][c:4]([Cl:11])[c:5]2[nH:6][cH:7][n:8][c:9]2[n:10]1.[n:12]1[cH:13][nH:14][c:15]2[c:16]1[cH:17][cH:18][cH:19][cH:20]2>>[Cl:1][c:2]1[n:3][c:4](-[n:12]2[cH:13][n:14][c:15]3[c:16]2[cH:17][cH:18][cH:19][cH:20]3)[c:5]2[n:6][cH:7][nH:8][c:9]2[n:10]1. The product is Clc1nc(-n2cnc3ccccc32)c2nc[nH]c2n1. The reactants are CC1(OC[C@@H](O1)CO)C (1,2-isopropylidene-sn-glycerol), C([C@@H](O)[C@@H](O)[C@H](O)[C@H](O)CO)O (D-mannitol). Product: C(CCCCCCCCCCCCCCCCC)OC[C@@H](O)CO (1-Octadecyl-sn-glycerol). As a reaction SMILES: [CH2:1](O)[C@H:2]([C@H:4]([C@@H:6]([C@@H:8]([CH2:10]O)O)O)O)O.C[C:14]1([CH3:21])[O:18][C@@H:17]([CH2:19][OH:20])[CH2:16][O:15]1>>[CH2:14]([O:15][CH2:16][C@H:17]([CH2:19][OH:20])[OH:18])[CH2:21][CH2:1][CH2:2][CH2:4][CH2:6][CH2:8][CH2:10][CH2:1][CH2:2][CH2:4][CH2:6][CH2:8][CH2:10][CH2:1][CH2:2][CH2:4][CH3:6]. Procedure: According to the procedure of the reference [FEBS Letters, Vol. 116, 161 (1980)], D-mannitol was used as a starting material to give 25 g of the desired compound (needles) through 1,2-isopropylidene-sn-glycerol. Starting materials: OC=1C(=NC=CC1)CN1N=C(C=C1)NC(C)=O (N-{1-[(3-hydroxy-2-pyridinyl)methyl]-1H-pyrazol-3-yl}acetamide), using Intermediate 1, Cl.ClCC1=NC2=CC=CC=C2C=C1 (2-(chloromethyl)quinoline hydrochloride). Product: N1=C(C=CC2=CC=CC=C12)CN1N=C(C=C1)NC(C)=O (N-[1-(2-quinolinylmethyl)-1H-pyrazol-3-yl]acetamide). Reaction SMILES: O[C:2]1[C:3]([CH2:8][N:9]2[CH:13]=[CH:12][C:11]([NH:14][C:15](=[O:17])[CH3:16])=[N:10]2)=[N:4][CH:5]=[CH:6][CH:7]=1.Cl.Cl[CH2:20][C:21]1[CH:30]=[CH:29]C2C(=CC=CC=2)N=1>>[N:4]1[C:5]2[C:6](=[CH:20][CH:21]=[CH:30][CH:29]=2)[CH:7]=[CH:2][C:3]=1[CH2:8][N:9]1[CH:13]=[CH:12][C:11]([NH:14][C:15](=[O:17])[CH3:16])=[N:10]1 |f:1.2|. Procedure details: Title compound was prepared by a method analogous to that described for Intermediate 41 using Intermediate 1 (150 mg, 1.199 mmol), replacing 2-(Bromomethyl)-3-pyridinol hydrobromide with 2-(chloromethyl)quinoline hydrochloride (ALDRICH). Title compound was obtained (90 mg, 0.338 mmol, 28.2% yield). 1H NMR (300 MHz, CDCl3) δ ppm: 8.10 (d, 1H), 8.07 (d, 1H), 7.79 (d, 1H), 7.74 (m, 1H), 7.55 (m, 1H), 7.46 (d, 1H), 7.07 (d, 1H), 6.76 (d, 1H), 5.49 (s, 2H), br s 2.14 (s, 3H). [ES+MS] m/z 267 (MH+). Starting materials: NCC1=NN(C=N1)C[C@H]1N(C([C@H]1NC(\C(\C=1N=C(SC1)N)=N/OC(C(=O)O)(C)C)=O)=O)S(=O)(=O)O (2-(((Z)-(2-(((2R,3S)-2-((3-(aminomethyl)-1H-1,2,4-triazol-1-yl)methyl)-4-oxo-1-sulfoazetidin-3-yl)amino)-1-(2-aminothiazol-4-yl)-2-oxoethylidene)amino)oxy)-2-methylpropanoic acid), Cl.N1(N=CC=C1)C(=N)N (pyrazole-1-carboxamidine hydrochloride), CCN(C(C)C)C(C)C (DIPEA). Run in CN(C)C=O (DMF). Reaction conditions: time 12 hour. Product: NC=1SC=C(N1)/C(/C(=O)N[C@H]1[C@H](N(C1=O)S(=O)(=O)O)CN1N=C(N=C1)CNC(=N)N)=N/OC(C(=O)O)(C)C (2-(((Z)-(1-(2-aminothiazol-4-yl)-2-(((2R,3S)-2-((3-(guanidinomethyl)-1H-1,2,4-triazol-1-yl)methyl)-4-oxo-1-sulfoazetidin-3-yl)amino)-2-oxoethylidene)amino)oxy)-2-methylpropanoic acid). Isolated yield 59.4%. Reaction SMILES: [NH2:1][CH2:2][C:3]1[N:7]=[CH:6][N:5]([CH2:8][C@@H:9]2[C@H:12]([NH:13][C:14](=[O:30])/[C:15](=[N:22]\[O:23][C:24]([CH3:29])([CH3:28])[C:25]([OH:27])=[O:26])/[C:16]3[N:17]=[C:18]([NH2:21])[S:19][CH:20]=3)[C:11](=[O:31])[N:10]2[S:32]([OH:35])(=[O:34])=[O:33])[N:4]=1.Cl.[N:37]1([C:42](N)=[NH:43])C=CC=N1.CCN(C(C)C)C(C)C>CN(C=O)C>[NH2:21][C:18]1[S:19][CH:20]=[C:16](/[C:15](=[N:22]/[O:23][C:24]([CH3:29])([CH3:28])[C:25]([OH:27])=[O:26])/[C:14]([NH:13][C@@H:12]2[C:11](=[O:31])[N:10]([S:32]([OH:35])(=[O:34])=[O:33])[C@@H:9]2[CH2:8][N:5]2[CH:6]=[N:7][C:3]([CH2:2][NH:1][C:42]([NH2:43])=[NH:37])=[N:4]2)=[O:30])[N:17]=1 |f:1.2|. Reported procedure: To a solution 2-(((Z)-(2-(((2R,3S)-2-((3-(aminomethyl)-1H-1,2,4-triazol-1-yl)methyl)-4-oxo-1-sulfoazetidin-3-yl)amino)-1-(2-aminothiazol-4-yl)-2-oxoethylidene)amino)oxy)-2-methylpropanoic acid (25 mg, 0.047 mmol) and pyrazole-1-carboxamidine hydrochloride (10.9 mg, 0.099 mmol) in DMF (470 μL) was added DIPEA (33 μL, 0.188 mmol). After stirring at rt for 12 h the solution was concentrated in vacuo. Toluene was added and it was reconcentrated (3×). The crude residue was purified by reverse phase p... Reactants: CC#N, COCCOCC(C)(C)C(=O)OC, Cc1ccccc1, Cl, [H-], [Na+]. Yields the product COCCOCC(C)(C)C(=O)CC#N. RXN SMILES: [CH3:14][C:15]#[N:16].[CH3:1][O:2][C:3]([C:4]([CH2:5][O:6][CH2:7][CH2:8][O:9][CH3:10])([CH3:11])[CH3:12])=[O:13].[CH3:20][c:21]1[cH:22][cH:23][cH:24][cH:25][cH:26]1.[ClH:19].[H-:17].[Na+:18]>>[C:3]([C:4]([CH2:5][O:6][CH2:7][CH2:8][O:9][CH3:10])([CH3:11])[CH3:12])(=[O:13])[CH2:14][C:15]#[N:16]. Reactants: COC(=O)C(O)(c1ccccc1)c1ccccc1, CN1CCC(CO)CC1, Cc1ccccc1, [Na]. Yields the product CN1CCC(COC(=O)C(O)(c2ccccc2)c2ccccc2)CC1. Reaction SMILES: [CH3:10][O:11][C:12]([C:13]([c:14]1[cH:15][cH:16][cH:17][cH:18][cH:19]1)([c:20]1[cH:21][cH:22][cH:23][cH:24][cH:25]1)[OH:26])=[O:27].[CH3:1][N:2]1[CH2:3][CH2:4][CH:5]([CH2:8][OH:9])[CH2:6][CH2:7]1.[CH3:29][c:30]1[cH:31][cH:32][cH:33][cH:34][cH:35]1.[Na:28]>>[CH3:1][N:2]1[CH2:3][CH2:4][CH:5]([CH2:8][O:9][C:12](=[O:11])[C:13]([c:14]2[cH:15][cH:16][cH:17][cH:18][cH:19]2)([c:20]2[cH:21][cH:22][cH:23][cH:24][cH:25]2)[OH:26])[CH2:6][CH2:7]1. Reactants: COC(C1=CC=C(C=C1)OCCNC(C(C)(C)C)=O)=O (4-[2-(2,2-dimethyl-propionylamino)-ethoxy]-benzoic acid methyl ester), Cl (HCl). The solvent is CCO (EtOH). Yields the product hydrochloride salt, COC(C1=CC=C(C=C1)OCCN)=O (4-(2-amino-ethoxy)-benzoic acid methyl ester). The yield is 108.7%. RXN SMILES: [CH3:1][O:2][C:3](=[O:20])[C:4]1[CH:9]=[CH:8][C:7]([O:10][CH2:11][CH2:12][NH:13]C(=O)C(C)(C)C)=[CH:6][CH:5]=1.Cl>CCO>[CH3:1][O:2][C:3](=[O:20])[C:4]1[CH:5]=[CH:6][C:7]([O:10][CH2:11][CH2:12][NH2:13])=[CH:8][CH:9]=1. Procedure: To a solution of 4-[2-(2,2-dimethyl-propionylamino)-ethoxy]-benzoic acid methyl ester (350 mg) in EtOH (6 mL) at 0° C. was added concentrated HCl (3 mL). The solution was warmed to room temperature and was concentrated in vacuo to provide the hydrochloride salt of 4-(2-amino-ethoxy)-benzoic acid methyl ester (266 mg) as a white solid which was used in the next step without further purification. The reactants are [O-]C1=CC=CC=C1.[Na+] (sodium phenoxide), O (water), C=1(C(=CC=CC1)C)C (xylene), C(C)(=O)NC=1C=C2COC(=O)C2=CC1 (5-acetamidophthalide), Example 8. Yields the product C(C)(=O)NC=1C=C(C(=O)O)C(=CC1)COC1=CC=C(C=C1)OC (3-acetamido-6-(4-methoxyphenoxymethyl)benzoic acid). The yield is 51.0%. RXN SMILES: [O-:1][C:2]1C=CC=CC=1.[Na+].[C:9]([NH:12][C:13]1[CH:14]=[C:15]2[C:20](=[CH:21][CH:22]=1)[C:18](=[O:19])[O:17][CH2:16]2)(=[O:11])[CH3:10].[OH2:23].[C:24]1(C)[C:25](C)=[CH:26][CH:27]=[CH:28][CH:29]=1>>[C:9]([NH:12][C:13]1[CH:14]=[C:15]([C:20]([CH2:18][O:19][C:28]2[CH:27]=[CH:26][C:25]([O:1][CH3:2])=[CH:24][CH:29]=2)=[CH:21][CH:22]=1)[C:16]([OH:23])=[O:17])(=[O:11])[CH3:10] |f:0.1|. Procedure details: 4-Methoxyphenol (1.95 g, 15.7 mmol) was allowed to react with 28% sodium methoxide (15.7 mmol) in methanol (30 ml), at room temperature for 30 minutes. After the reaction was completed, the solvent was distilled off to obtain sodium phenoxide. The obtained sodium phenoxide and 5-acetamidophthalide obtained in Reference Example 8 (3.0 g, 15.7 mmol) were heated under reflux in xylene (30 ml) for 14 hours. The reaction mixture was poured into water and washed twice with ether (30 ml). The aqueous l...